Dataset: the Open Reaction Database (ORD), a public repository of structured organic reaction records. Task: describe an organic reaction: reactants, conditions, products, and yield Starting materials: Brc1cc(Br)cc(OCc2ccccc2)c1, C[S-], CCOCC, [Na+], CN(C)C=O, O. Yields the product CSc1cc(Br)cc(OCc2ccccc2)c1. As a reaction SMILES: [CH2:1]([c:2]1[cH:3][cH:4][cH:5][cH:6][cH:7]1)[O:8][c:9]1[cH:10][c:11]([Br:16])[cH:12][c:13]([Br:15])[cH:14]1.[CH3:17][S-:18].[CH3:20][CH2:21][O:22][CH2:23][CH3:24].[Na+:19].[O:26]=[CH:27][N:28]([CH3:29])[CH3:30].[OH2:25]>>[CH2:1]([c:2]1[cH:3][cH:4][cH:5][cH:6][cH:7]1)[O:8][c:9]1[cH:10][c:11]([Br:16])[cH:12][c:13]([S:18][CH3:17])[cH:14]1. The reactants are CC(C)(C)OC(=O)Nc1ccc(O)cc1, CS(C)=O, O=C(Nc1ccc(C(F)(F)F)cc1)c1ccc(F)c([N+](=O)[O-])c1, [K+], [OH-], O. Yields the product CC(C)(C)OC(=O)Nc1ccc(Oc2ccc(C(=O)Nc3ccc(C(F)(F)F)cc3)cc2[N+](=O)[O-])cc1. As a reaction SMILES: [C:26]([CH3:27])([CH3:28])([CH3:29])[O:30][C:31]([NH:32][c:33]1[cH:34][cH:35][c:36]([OH:39])[cH:37][cH:38]1)=[O:40].[CH3:41][S:42]([CH3:43])=[O:44].[F:1][c:2]1[c:3]([N+:21](=[O:22])[O-:23])[cH:4][c:5]([C:6](=[O:7])[NH:8][c:9]2[cH:10][cH:11][c:12]([C:15]([F:16])([F:17])[F:18])[cH:13][cH:14]2)[cH:19][cH:20]1.[K+:25].[OH-:24].[OH2:45]>>[c:2]1([O:39][c:36]2[cH:35][cH:34][c:33]([NH:32][C:31]([O:30][C:26]([CH3:27])([CH3:28])[CH3:29])=[O:40])[cH:38][cH:37]2)[c:3]([N+:21](=[O:22])[O-:23])[cH:4][c:5]([C:6](=[O:7])[NH:8][c:9]2[cH:10][cH:11][c:12]([C:15]([F:16])([F:17])[F:18])[cH:13][cH:14]2)[cH:19][cH:20]1. The reactants are COc1cccc(O)c1OC, COc1cccc(Oc2cccc(F)c2N)c1OC, COc1cccc(Oc2cccc(F)c2NC(=O)Nc2nccs2)c1OC, O=[N+]([O-])c1c(F)cccc1F, Nc1nccs1. Yields the product COc1cccc(Oc2cccc(F)c2[N+](=O)[O-])c1OC. As a reaction SMILES: [CH3:1][O:2][c:3]1[c:4]([OH:11])[cH:5][cH:6][cH:7][c:8]1[O:9][CH3:10].[CH3:23][O:24][c:25]1[c:26]([O:27][CH3:28])[cH:29][cH:30][cH:31][c:32]1[O:33][c:34]1[cH:35][cH:36][cH:37][c:38]([F:39])[c:40]1[NH2:41].[CH3:42][O:43][c:44]1[c:45]([O:46][CH3:47])[cH:48][cH:49][cH:50][c:51]1[O:52][c:53]1[cH:54][cH:55][cH:56][c:57]([F:58])[c:59]1[NH:60][C:61]([NH:62][c:63]1[s:64][cH:65][cH:66][n:67]1)=[O:68].[F:12][c:13]1[c:14]([N+:20](=[O:21])[O-:22])[c:15]([F:19])[cH:16][cH:17][cH:18]1.[NH2:69][c:70]1[s:71][cH:72][cH:73][n:74]1>>[CH3:1][O:2][c:3]1[c:4]([O:11][c:13]2[c:14]([N+:20](=[O:21])[O-:22])[c:15]([F:19])[cH:16][cH:17][cH:18]2)[cH:5][cH:6][cH:7][c:8]1[O:9][CH3:10]. The reactants are CC(C=1C=C(C=CC1)N1C=NC2=C1C=CC(=C2)C=NO)OCC=2NC=CN2 (1-[3-(1-Methyl-1H-imidazol-2-ylmethoxymethyl)-phenyl]-1H-benzoimidazole-5-carbaldehyde oxime), O-Methyl 1-[3-(2-methyl-2H-pyrazol-3-ylmethoxymethyl)-phenyl]-1H-benzoimidazole-5-carbaldehyde oxime, O-Methyl 1-[3-(2-methyl-2H-[1,2,4]triazol-3-ylmethoxymethyl)-phenyl]-1H-benzoimidazole-5-carbaldehyde oxime, O-Methyl 1-[3-(1,3-thiazol-2-ylmethoxymethyl)-phenyl]-1H-benzoimidazole-5-carbaldehyde oxime, S1C(=NC=C1)COCC=1C=C(C=CC1)N1C=NC2=C1C=CC(=C2)C=NO (1-[3-(1,3-Thiazol-2-ylmethoxymethyl)-phenyl]-1H-benzoimidazole-5-carbaldehyde oxime), CN1N=CC=C1COCC=1C=C(C=CC1)N1C=NC2=C1C=CC(=C2)C=NO (1-[3-(2-Methyl-2H-pyrazol-3-ylmethoxymethyl)-phenyl]-1H-benzoimidazole-5-carbaldehyde oxime), S1C(=NC=C1)COCC=1C=C(C=CC1)N1C=NC2=C1C=CC(=C2)C=O (1-[3-(1,3-Thiazol-2-ylmethoxymethyl)-phenyl]-1H-benzoimidazole-5-carbaldehyde), 12e, CON (O-methyl hydroxylamine), CC(C=1C=C(C=CC1)N1C=NC2=C1C=CC(=C2)C=O)OCC=2NC=CN2 (1-[3-(1-Methyl-1H-imidazol-2-ylmethoxymethyl)-phenyl]-1H-benzoimidazole-5-carbaldehyde), CON (O-methyl hydroxylamine), 12c, CON (O-methyl hydroxyl amine), 12e, S1C(=NC=C1)COCC=1C=C(C=CC1)N1C=NC2=C1C=CC(=C2)C=O (1-[3-(1,3-Thiazol-2-ylmethoxymethyl)-phenyl]-1H-benzoimidazole-5-carbaldehyde), CN1N=CN=C1COCC=1C=C(C=CC1)N1C=NC2=C1C=CC(=C2)C=NO (1-[3-(2-Methyl-2H-[1,2,4]triazol-3-ylmethoxymethyl)-phenyl]-1H-benzoimidazole-5-carbaldehyde oxime), 12c. Product: N1=CC(=CC=C1)COCC=1C=C(C=CC1)N1C=NC2=C1C=CC(=C2)C=NO (1-[3-(Pyridin-3-ylmethoxymethyl)-phenyl]-1H-benzoimidazole-5-carbaldehyde oxime). As a reaction SMILES: C[CH:2]([O:21][CH2:22]C1NC=CN=1)[C:3]1[CH:4]=[C:5]([N:9]2[C:13]3[CH:14]=[CH:15][C:16]([CH:18]=[N:19][OH:20])=[CH:17][C:12]=3[N:11]=[CH:10]2)[CH:6]=[CH:7][CH:8]=1.CC(OCC1NC=CN=1)C1C=C([N:36]2[C:40]3[CH:41]=[CH:42][C:43]([CH:45]=O)=CC=3N=C2)C=CC=1.CN1C(COCC2C=C(N3C4C=CC(C=NO)=CC=4N=C3)C=CC=2)=NC=N1.CON.CN1C(COCC2C=C(N3C4C=CC(C=NO)=CC=4N=C3)C=CC=2)=CC=N1.S1C=CN=C1COCC1C=C(N2C3C=CC(C=NO)=CC=3N=C2)C=CC=1.S1C=CN=C1COCC1C=C(N2C3C=CC(C=O)=CC=3N=C2)C=CC=1>>[N:36]1[CH:40]=[CH:41][CH:42]=[C:43]([CH2:22][O:21][CH2:2][C:3]2[CH:4]=[C:5]([N:9]3[C:13]4[CH:14]=[CH:15][C:16]([CH:18]=[N:19][OH:20])=[CH:17][C:12]=4[N:11]=[CH:10]3)[CH:6]=[CH:7][CH:8]=2)[CH:45]=1. Procedure details: To a solution of compound 12a (220 mg, 0.64 mmol) and pyridine (0.08 mL, 1.5 equiv) in ethanol (2 mL) was added hydroxylamine hydrochloride (500 mg) and the reaction mixture was stirred at RT for 3 hours. The reaction mixture was concentrated in vacuo and the residue was dissolved in ethyl acetate (100 mL), washed with brine, dried over anhydrous Na2SO4 and concentrated under reduced pressure. The crude product was purified by column chromatography on silica gel using a mixture of ethyl acetate ... The product is O(C1=CC=CC=C1)CC(CCN1CCN(CC1)C1=CC=C(C=C1)[N+](=O)[O-])O (1-Phenoxy-4-[4-(4-nitrophenyl)-1-piperazinyl]-2-butanol). Reported procedure: Following the procedure of Example 25, the title compound is prepared from 4-chloro-1-phenoxy-2-butanol and 1-(4-nitrophenyl)piperazine. Reaction SMILES: Cl[CH2:2][CH2:3][CH:4]([OH:13])[CH2:5][O:6][C:7]1[CH:12]=[CH:11][CH:10]=[CH:9][CH:8]=1.[N+:14]([C:17]1[CH:22]=[CH:21][C:20]([N:23]2[CH2:28][CH2:27][NH:26][CH2:25][CH2:24]2)=[CH:19][CH:18]=1)([O-:16])=[O:15]>>[O:6]([CH2:5][CH:4]([OH:13])[CH2:3][CH2:2][N:26]1[CH2:27][CH2:28][N:23]([C:20]2[CH:19]=[CH:18][C:17]([N+:14]([O-:16])=[O:15])=[CH:22][CH:21]=2)[CH2:24][CH2:25]1)[C:7]1[CH:12]=[CH:11][CH:10]=[CH:9][CH:8]=1. Reactants: ClCCC(COC1=CC=CC=C1)O (4-chloro-1-phenoxy-2-butanol), [N+](=O)([O-])C1=CC=C(C=C1)N1CCNCC1 (1-(4-nitrophenyl)piperazine). As a reaction SMILES: [Cl:17][CH2:18][c:19]1[n:20][cH:21][c:22]([CH3:25])[cH:23][cH:24]1.[ClH:16].[Na+:15].[O:1]1[CH2:2][O:3][c:4]2[cH:5][c:6]3[c:7]([n:8][c:9]([SH:11])[nH:10]3)[cH:12][c:13]21.[OH-:14].[OH2:26]>>[O:1]1[CH2:2][O:3][c:4]2[cH:5][c:6]3[c:7]([n:8][c:9]([S:11][CH2:18][c:19]4[n:20][cH:21][c:22]([CH3:25])[cH:23][cH:24]4)[nH:10]3)[cH:12][c:13]21. Starting materials: Cc1ccc(CCl)nc1, Cl, [Na+], Sc1nc2cc3c(cc2[nH]1)OCO3, [OH-], O. The product is Cc1ccc(CSc2nc3cc4c(cc3[nH]2)OCO4)nc1. Reactants: C(CCC)[Sn](C=1C=C(C2=C(C=CO2)C1)C1OCCCO1)(CCCC)CCCC (tributyl-(7-[1,3]Dioxan-2-yl-benzofuran-5-yl)-stannane), BrC1=CN=CN1C (5-bromo-1-methyl-1H-imidazole). Yields the product O1C(OCCC1)C1=CC(=CC=2C=COC21)C2=CN=CN2C (5-(7-[1,3]Dioxan-2-yl-benzofuran-5-yl)-1-methyl-1H-imidazole). As a reaction SMILES: C([Sn](CCCC)(CCCC)[C:6]1[CH:7]=[C:8]([CH:15]2[O:20][CH2:19][CH2:18][CH2:17][O:16]2)[C:9]2[O:13][CH:12]=[CH:11][C:10]=2[CH:14]=1)CCC.Br[C:30]1[N:34]([CH3:35])[CH:33]=[N:32][CH:31]=1>>[O:20]1[CH2:19][CH2:18][CH2:17][O:16][CH:15]1[C:8]1[C:9]2[O:13][CH:12]=[CH:11][C:10]=2[CH:14]=[C:6]([C:30]2[N:34]([CH3:35])[CH:33]=[N:32][CH:31]=2)[CH:7]=1. Procedure details: From tributyl-(7-[1,3]Dioxan-2-yl-benzofuran-5-yl)-stannane (0.40 g) and 5-bromo-1-methyl-1H-imidazole (0.13 g). Reactants: CC(C)(C)[Si](C)(C)Oc1ccc(C2=CC=CN3CCS(=O)(=O)N=C23)cc1, CCCC[N+](CCCC)(CCCC)CCCC, C1CCOC1, [Cl-], [F-], [NH4+]. Yields the product O=S1(=O)CCN2C=CC=C(c3ccc(O)cc3)C2=N1. As a reaction SMILES: [C:19]([Si:20]([CH3:21])([CH3:22])[O:24][c:25]1[cH:26][cH:27][c:28]([C:31]2=[CH:32][CH:33]=[CH:34][N:35]3[C:36]2=[N:37][S:38](=[O:41])(=[O:42])[CH2:39][CH2:40]3)[cH:29][cH:30]1)([CH3:23])([CH3:43])[CH3:44].[CH2:2]([N+:3]([CH2:4][CH2:5][CH2:6][CH3:7])([CH2:8][CH2:9][CH2:10][CH3:11])[CH2:12][CH2:13][CH2:14][CH3:15])[CH2:16][CH2:17][CH3:18].[CH2:47]1[O:48][CH2:49][CH2:50][CH2:51]1.[Cl-:45].[F-:1].[NH4+:46]>>[OH:24][c:25]1[cH:26][cH:27][c:28]([C:31]2=[CH:32][CH:33]=[CH:34][N:35]3[C:36]2=[N:37][S:38](=[O:41])(=[O:42])[CH2:39][CH2:40]3)[cH:29][cH:30]1. Starting materials: CC=1CC2C3CCC(C2CC1)C3 (4-methyl-tricyclo[6.2.1.0(2,7)]undec-4-ene), C(C)(=O)OC(C)=O (acetic anhydride), [NH4+].[OH-] (NH4OH). The reagents and catalysts are [Zn+2].[Br-].[Br-] (ZnBr2). Yields the product CC=1C(CC2C3CCC(C2C1)C3)C(C)=O (1-((1RS,4SR,4aRS,8aSR)-7-methyl-1,2,3,4,4a,5,6,8a-octahydro-1,4-methanonaphthalen-6-yl)ethanone). As a reaction SMILES: [CH3:1][C:2]1[CH2:3][CH:4]2[CH:9]([CH2:10][CH:11]=1)[CH:8]1[CH2:12][CH:5]2[CH2:6][CH2:7]1.[NH4+].[OH-].C(O[C:19](=[O:21])[CH3:20])(=O)C>[Zn+2].[Br-].[Br-]>[CH3:1][C:2]1[CH:11]([C:19](=[O:21])[CH3:20])[CH2:10][CH:9]2[CH:4]([CH:3]=1)[CH:5]1[CH2:12][CH:8]2[CH2:7][CH2:6]1 |f:1.2,4.5.6|. Reported procedure: ZnBr2 (3.0 g, 13.4 mmol) was added to a solution of acetic anhydride (30 mL) and 4-methyl-tricyclo[6.2.1.0(2,7)]undec-4-ene (10.0 g, 62 mmol) and then heated under reflux. After 2 hours at reflux the mixture was cooled then poured into dilute NH4OH (6%) and extracted with diethyl ether. The organic phase was washed with saturated NaHCO3, then brine, dried over Na2SO4, filtered and the solvents removed in vacuo. The crude ketone (9.3 g orange oil) was further purified by bulb to bulb distillation... Starting materials: CC(C)(C)C(=O)Cl, CCN(C(C)C)C(C)C, ClCCl, CC(C)CC(C(=O)O)C(=O)NO. Product: CC(C)CC(C(=O)O)C(=O)NOC(=O)C(C)(C)C. RXN SMILES: [C:22]([C:23]([CH3:24])([CH3:25])[CH3:26])(=[O:27])[Cl:28].[CH:13]([N:14]([CH2:15][CH3:16])[CH:17]([CH3:18])[CH3:19])([CH3:20])[CH3:21].[Cl:29][CH2:30][Cl:31].[OH:1][NH:2][C:3](=[O:4])[CH:5]([C:6](=[O:7])[OH:8])[CH2:9][CH:10]([CH3:11])[CH3:12]>>[O:1]([NH:2][C:3](=[O:4])[CH:5]([C:6](=[O:7])[OH:8])[CH2:9][CH:10]([CH3:11])[CH3:12])[C:22]([C:23]([CH3:24])([CH3:25])[CH3:26])=[O:27].